Dataset: the Open Reaction Database (ORD), a public repository of structured organic reaction records. Task: describe an organic reaction: reactants, conditions, products, and yield The reactants are CCOC(=O)C1CNCCc2c1[nH]c1ccccc21, CC(=O)[O-], ClCCl, OB(O)c1ccccc1, c1ccncc1. The product is CCOC(=O)C1CN(c2ccccc2)CCc2c1[nH]c1ccccc21. RXN SMILES: [CH2:1]1[CH2:2][NH:3][CH2:4][CH:5]([C:15](=[O:16])[O:17][CH2:18][CH3:19])[c:6]2[nH:7][c:8]3[cH:9][cH:10][cH:11][cH:12][c:13]3[c:14]21.[CH3:20][C:21](=[O:22])[O-:23].[Cl:39][CH2:40][Cl:41].[c:24]1([B:30]([OH:31])[OH:32])[cH:25][cH:26][cH:27][cH:28][cH:29]1.[cH:33]1[cH:34][cH:35][n:36][cH:37][cH:38]1>>[CH2:1]1[CH2:2][N:3]([c:24]2[cH:25][cH:26][cH:27][cH:28][cH:29]2)[CH2:4][CH:5]([C:15](=[O:16])[O:17][CH2:18][CH3:19])[c:6]2[nH:7][c:8]3[cH:9][cH:10][cH:11][cH:12][c:13]3[c:14]21. Reactants: ClC1=C(C(=CC(=N1)N1C(C2=CC=CC=C2C1=O)=O)C)C (2-(6-chloro-4,5-dimethylpyridin-2-yl)isoindoline-1,3-dione). The solvent is N (ammonia), CO (methanol), O (water). The product is ClC1=C(C(=CC(=N1)N)C)C (6-chloro-4,5-dimethylpyridin-2-amine). Yield: 45.0%. As a reaction SMILES: [Cl:1][C:2]1[N:7]=[C:6]([N:8]2C(=O)C3C(=CC=CC=3)C2=O)[CH:5]=[C:4]([CH3:19])[C:3]=1[CH3:20]>N.CO.O>[Cl:1][C:2]1[N:7]=[C:6]([NH2:8])[CH:5]=[C:4]([CH3:19])[C:3]=1[CH3:20]. Reported procedure: A solution of 2-(6-chloro-4,5-dimethylpyridin-2-yl)isoindoline-1,3-dione (650 mg, 2.27 mmol) in ammonia in methanol (2 M, 50 mL) was stirred at the room temperature overnight. The mixture was diluted with water (50 mL) and extracted with ethyl acetate (50 mL×3). The combined organic layers were dried over anhydrous Na2SO4, filtered and evaporated under vacuum to give a crude residue that was purified by silica gel column chromatography (10-15% ethyl acetate in petroleum ether) to give 6-chloro-4... Reactants: C([O-])([O-])=O.[Cs+].[Cs+] (Cesium carbonate), BrCC(F)F (2-bromo-1,1-difluoroethane), CC=1N=CN(C1)C=1C(=NC(=CC1)\C=C\C1=NN2C([C@@H](CCC2)C2=C(C=CC=C2)C(F)(F)F)=N1)O (3-(4-methyl-1H-imidazol-1-yl)-6-{(E)-2-[(S)-8-(2-trifluoromethylphenyl)-5,6,7,8-tetrahydro-[1,2,4]triazolo[1,5-a]pyridin-2-yl]vinyl}pyridin-2-ol), CN(C)C=O (DMF). Run in C(C)(=O)OCC (ethyl acetate), O (Water). Run at time 48 hour. Product: CC=1N=CN(C1)C=1C=CC(=NC1OCC(F)F)/C=C/C1=NN2C(C(CCC2)C2=C(C=CC=C2)C(F)(F)F)=N1 ((−)-2-{(E)-2-[5-(4-methyl-1H-imidazol-1-yl)-6-(2,2-difluoroethoxy)pyridin-2-yl]vinyl}-8-(2-trifluoromethylphenyl)-5,6,7,8-tetrahydro-[1,2,4]triazolo[1,5-a]pyridine). Yield: 70.3%. Reaction SMILES: C(=O)([O-])[O-].[Cs+].[Cs+].Br[CH2:8][CH:9]([F:11])[F:10].[CH3:12][C:13]1[N:14]=[CH:15][N:16]([C:18]2[C:19]([OH:45])=[N:20][C:21](/[CH:24]=[CH:25]/[C:26]3[N:44]=[C:29]4[C@H:30]([C:34]5[CH:39]=[CH:38][CH:37]=[CH:36][C:35]=5[C:40]([F:43])([F:42])[F:41])[CH2:31][CH2:32][CH2:33][N:28]4[N:27]=3)=[CH:22][CH:23]=2)[CH:17]=1.CN(C=O)C>C(OCC)(=O)C.O>[CH3:12][C:13]1[N:14]=[CH:15][N:16]([C:18]2[CH:23]=[CH:22][C:21](/[CH:24]=[CH:25]/[C:26]3[N:44]=[C:29]4[CH:30]([C:34]5[CH:39]=[CH:38][CH:37]=[CH:36][C:35]=5[C:40]([F:42])([F:43])[F:41])[CH2:31][CH2:32][CH2:33][N:28]4[N:27]=3)=[N:20][C:19]=2[O:45][CH2:8][CH:9]([F:11])[F:10])[CH:17]=1 |f:0.1.2|. Procedure: Cesium carbonate (83.7 mg) and 2-bromo-1,1-difluoroethane (34.1 mg) were added to a mixture of 3-(4-methyl-1H-imidazol-1-yl)-6-{(E)-2-[8-(2-trifluoromethylphenyl)-5,6,7,8-tetrahydro-[1,2,4]triazolo[1,5-a]pyridin-2-yl]vinyl}pyridin-2-ol synthesized in Example 344 (100 mg) and DMF (1.2 mL), and the reaction solution was stirred at room temperature for 48 hours. Water and ethyl acetate were added to the reaction solution, and the organic layer was separated. The organic layer was dried over magnesi... Starting materials: CC1CO1, C=CC, CCc1ccccc1, [Ti]. Yields the product CC(O)c1ccccc1. As a reaction SMILES: [CH2:12]1[CH:13]([CH3:14])[O:15]1.[CH3:1][CH:2]=[CH2:3].[CH3:4][CH2:5][c:6]1[cH:7][cH:8][cH:9][cH:10][cH:11]1.[Ti:16]>>[CH3:4][CH:5]([c:6]1[cH:7][cH:8][cH:9][cH:10][cH:11]1)[OH:15]. The reactants are [N+](=O)([O-])C1=C(C=C(C=C1)OC1=C(C=C(C=C1)S(=O)(=O)C)Cl)NCCC(=O)OC (methyl 3-[N-{2-nitro-5-(2-chloro-4-methylsulphonylphenoxy)phenyl}amino]propionate), N (Ammonia). Run in CO (methanol). Run at time 2 day. The product is [N+](=O)([O-])C1=C(C=C(C=C1)OC1=C(C=C(C=C1)S(=O)(=O)C)Cl)NCCC(=O)N (3-[N-{2-nitro-5-(2-chloro-4-methylsulphonylphenoxy)phenyl}amino]propionamide). RXN SMILES: [N+:1]([C:4]1[CH:9]=[CH:8][C:7]([O:10][C:11]2[CH:16]=[CH:15][C:14]([S:17]([CH3:20])(=[O:19])=[O:18])=[CH:13][C:12]=2[Cl:21])=[CH:6][C:5]=1[NH:22][CH2:23][CH2:24][C:25]([O:27]C)=O)([O-:3])=[O:2].[NH3:29]>CO>[N+:1]([C:4]1[CH:9]=[CH:8][C:7]([O:10][C:11]2[CH:16]=[CH:15][C:14]([S:17]([CH3:20])(=[O:19])=[O:18])=[CH:13][C:12]=2[Cl:21])=[CH:6][C:5]=1[NH:22][CH2:23][CH2:24][C:25]([NH2:29])=[O:27])([O-:3])=[O:2]. Procedure details: The ester (7), obtained according to Example III, in an amount of 1.6 g was suspended in 40 ml of methanol. Ammonia was introduced until saturation and then the reaction mixture was stirred for two days. The solid material was sucked off and recrystallized from ethylacetate. The desired product was obtained in a yield of 0.9 g; melting point 196° C.